From a dataset of the Open Reaction Database (ORD), a public repository of structured organic reaction records. describe an organic reaction: reactants, conditions, products, and yield The reactants are ClC=1C=C(C=CC1OCC1=CC(=CC=C1)F)NC=1C=2C(N=CN1)=CN(N2)C2=CC=C(C=O)C=C2 (4-[7-({3-chloro-4-[(3-fluorobenzyl)oxy]phenyl}amino)-2H-pyrazolo[4,3-d]pyrimidin-2-yl]benzaldehyde), [BH4-].[Na+] (sodium borohydride). The solvent is CO (methanol). Conditions: time 30 minute. Yields the product ClC=1C=C(C=CC1OCC1=CC(=CC=C1)F)NC=1C=2C(N=CN1)=CN(N2)C2=CC=C(C=C2)CO ({4-[7-({3-chloro-4-[(3-fluorobenzyl)oxy]phenyl}amino)-2H-pyrazolo[4,3-d]pyrimidin-2-yl]phenyl}methanol). Isolated yield 39.8%. As a reaction SMILES: [Cl:1][C:2]1[CH:3]=[C:4]([NH:17][C:18]2[C:19]3[C:20](=[CH:24][N:25]([C:27]4[CH:34]=[CH:33][C:30]([CH:31]=[O:32])=[CH:29][CH:28]=4)[N:26]=3)[N:21]=[CH:22][N:23]=2)[CH:5]=[CH:6][C:7]=1[O:8][CH2:9][C:10]1[CH:15]=[CH:14][CH:13]=[C:12]([F:16])[CH:11]=1.[BH4-].[Na+]>CO>[Cl:1][C:2]1[CH:3]=[C:4]([NH:17][C:18]2[C:19]3[C:20](=[CH:24][N:25]([C:27]4[CH:28]=[CH:29][C:30]([CH2:31][OH:32])=[CH:33][CH:34]=4)[N:26]=3)[N:21]=[CH:22][N:23]=2)[CH:5]=[CH:6][C:7]=1[O:8][CH2:9][C:10]1[CH:15]=[CH:14][CH:13]=[C:12]([F:16])[CH:11]=1 |f:1.2|. Procedure details: To a solution of 4-[7-({3-chloro-4-[(3-fluorobenzyl)oxy]phenyl}amino)-2H-pyrazolo[4,3-d]pyrimidin-2-yl]benzaldehyde (50 mg) in methanol (2 mL) was added sodium borohydride (2 mg) under ice-cooling, and the mixture was stirred for 30 min. After the completion of the reaction, the reaction solution was concentrated under reduced pressure, and the residue was subjected to silica gel column chromatography (tetrahydrofuran/ethyl acetate=1/1) to give the title compound (20 mg) as a white solid. Run in CN(C=O)C (N,N-dimethylformamide). RXN SMILES: [C:1]([O:10][CH3:11])(=[O:9])[C:2]1[C:3](=[CH:5][CH:6]=[CH:7][CH:8]=1)[OH:4].Br[CH2:13][CH2:14][O:15][C:16]1[CH:21]=[CH:20][CH:19]=[CH:18][CH:17]=1.C(=O)([O-])[O-].[K+].[K+].O>CN(C)C=O>[O:15]([CH2:14][CH2:13][O:4][C:3]1[CH:5]=[CH:6][CH:7]=[CH:8][C:2]=1[C:1]([O:10][CH3:11])=[O:9])[C:16]1[CH:21]=[CH:20][CH:19]=[CH:18][CH:17]=1 |f:2.3.4|. The reactants are C(C=1C(O)=CC=CC1)(=O)OC (methyl salicylate), BrCCOC1=CC=CC=C1 (β-bromophenetole), C([O-])([O-])=O.[K+].[K+] (potassium carbonate), O (water). Conditions: temperature 80 celsius, time 10 hour. The product is O(C1=CC=CC=C1)CCOC1=C(C(=O)OC)C=CC=C1 (methyl 2-(2-phenoxyethoxy)benzoate). Procedure details: To a solution of methyl salicylate (100.0 g, 657 mmol) in N,N-dimethylformamide (100 ml) were added β-bromophenetole (138.8 g, 690 mmol) and potassium carbonate (136.3 g, 986 mmol), and the mixture was stirred at 80° C. for 10 hr. After cooling the reaction mixture, water (1000 ml) was added, and the precipitated insoluble material was filtered to give methyl 2-(2-phenoxyethoxy)benzoate. This was suspended in methanol (250 ml), aqueous solution (200 ml) of sodium hydroxide (32 g, 800 mmol) was a...